Task: describe an organic reaction: reactants, conditions, products, and yield. Dataset: the Open Reaction Database (ORD), a public repository of structured organic reaction records Run in C(C)N(CC)CC (triethylamine). Reaction SMILES: [C:1]([O:5][C:6](=[O:17])[CH2:7][O:8][C:9]1[CH:14]=[CH:13][CH:12]=[C:11]([CH2:15][NH2:16])[CH:10]=1)([CH3:4])([CH3:3])[CH3:2].[N:18]1[CH:23]=[C:22]([C:24]2[CH:31]=[CH:30][C:27]([CH:28]=O)=[CH:26][CH:25]=2)[CH:21]=[N:20][CH:19]=1>C(N(CC)CC)C>[C:1]([O:5][C:6](=[O:17])[CH2:7][O:8][C:9]1[CH:14]=[CH:13][CH:12]=[C:11]([CH2:15][NH:16][CH2:28][C:27]2[CH:26]=[CH:25][C:24]([C:22]3[CH:21]=[N:20][CH:19]=[N:18][CH:23]=3)=[CH:31][CH:30]=2)[CH:10]=1)([CH3:4])([CH3:2])[CH3:3]. Procedure details: The title compound of Step A was prepared from (3-aminomethyl-phenoxy)-acetic acid tert-butyl ester, of Preparation 20, and 4-pyrimidin-5-yl-benzaldehyde, of Preparation 26, using the method described in Example 3, Step A, except that the reaction time for imine formation was 1.5 hand no triethylamine was used. 1H NMR (400 MHz, CDCl3) δ 9.18 (s, 1H), 8.93 (s, 2H), 7.65 (m, 1H), 7.48 (m, 3H), 7.24 (m, 1H), 6.94 (m, 2H), 6.77 (d, 1H), 4.51 (s, 2H), 3.85 (s, 2H), 3.79 (s, 2H), 1.46 (s, 9H); MS 406 ... Reactants: C(C)(C)(C)OC(COC1=CC(=CC=C1)CN)=O ((3-aminomethyl-phenoxy)-acetic acid tert-butyl ester), N1=CN=CC(=C1)C1=CC=C(C=O)C=C1 (4-pyrimidin-5-yl-benzaldehyde), imine. The product is C(C)(C)(C)OC(COC1=CC(=CC=C1)CNCC1=CC=C(C=C1)C=1C=NC=NC1)=O ({3-[(4-Pyrimidin-5-yl-benzylamino)-methyl]-phenoxy}-acetic acid tert-butyl ester). Starting materials: C(C)(C)(C)OC(NC1(CCC1)C1=CC=C(C=C1)C=1C(=CC2=C(OCC(N2CCC#N)=O)N1)C1=CC=CC=C1)=O (tert-butyl(1-(4-(1-(2-cyanoethyl)-2-oxo-7-phenyl-2,3-dihydro-1H-pyrido[2,3-b][1,4]oxazin-6-yl)phenyl)cyclobutyl)carbamate), O=C1NC2=C(OC1)N=C(C(=C2)C2=CC=CC=C2)C2=CC=C(C=C2)C2(CCC2)NC(OC(C)(C)C)=O (tert-butyl 1-(4-(2-oxo-7-phenyl-2,3-dihydro-1H-pyrido[2,3-b][1,4]oxazin-6-yl)phenyl)cyclobutylcarbamate), FC(CI)F (1,1-difluoro-2-iodoethane). Product: C(C)(C)(C)OC(NC1(CCC1)C1=CC=C(C=C1)C=1C(=CC2=C(OCC(N2CC(F)F)=O)N1)C1=CC=CC=C1)=O (tert-butyl(1-(4-(1-(2,2-difluoroethyl)-2-oxo-7-phenyl-2,3-dihydro-1H-pyrido[2,3-b][1,4]oxazin-6-yl)phenyl)cyclobutyl)carbamate). Reaction SMILES: C(OC(=O)NC1(C2C=CC(C3C(C4C=CC=CC=4)=CC4N(CCC#N)C(=O)COC=4N=3)=CC=2)CCC1)(C)(C)C.[O:40]=[C:41]1[CH2:46][O:45][C:44]2[N:47]=[C:48]([C:57]3[CH:62]=[CH:61][C:60]([C:63]4([NH:67][C:68](=[O:74])[O:69][C:70]([CH3:73])([CH3:72])[CH3:71])[CH2:66][CH2:65][CH2:64]4)=[CH:59][CH:58]=3)[C:49]([C:51]3[CH:56]=[CH:55][CH:54]=[CH:53][CH:52]=3)=[CH:50][C:43]=2[NH:42]1.[F:75][CH:76]([F:79])[CH2:77]I>>[C:70]([O:69][C:68](=[O:74])[NH:67][C:63]1([C:60]2[CH:61]=[CH:62][C:57]([C:48]3[C:49]([C:51]4[CH:52]=[CH:53][CH:54]=[CH:55][CH:56]=4)=[CH:50][C:43]4[N:42]([CH2:77][CH:76]([F:79])[F:75])[C:41](=[O:40])[CH2:46][O:45][C:44]=4[N:47]=3)=[CH:58][CH:59]=2)[CH2:64][CH2:65][CH2:66]1)([CH3:71])([CH3:73])[CH3:72]. Reported procedure: Following the procedure for tert-butyl(1-(4-(1-(2-cyanoethyl)-2-oxo-7-phenyl-2,3-dihydro-1H-pyrido[2,3-b][1,4]oxazin-6-yl)phenyl)cyclobutyl)carbamate, tert-butyl 1-(4-(2-oxo-7-phenyl-2,3-dihydro-1H-pyrido[2,3-b][1,4]oxazin-6-yl)phenyl)cyclobutylcarbamate (100 mg, 0.212 mmol) was reacted with 1,1-difluoro-2-iodoethane (122 mg, 0.636 mmol) to afford the title compound (85 mg. 1H NMR (500 MHz, CDCl3): 7.42 (1H, s), 7.24-7.30 (7H, m), 7.17-7.19 (2H, m), 6.11 (1H, tt), 5.05 (1H, br), 4.92 (s, 2H), 4.... The reactants are C(C1=CC=CC=C1)(=O)C=1C=C2N(CCCCC2C(=O)OC)C1 (methyl 2-benzoyl-6,7,8,9-tetrahydro-5H-pyrrolo[1,2-a]azepine-9-carboxylate), C([O-])([O-])=O.[K+].[K+] (potassium carbonate), C(C(=O)O)(=O)O (oxalic acid). Run in CO (methanol), O (water). Reaction conditions: time 2 hour. Product: C(C1=CC=CC=C1)(=O)C1=CC=C2N1CCCCC2C(=O)O (3-benzoyl-5,6,7,8-tetrahydro-9H-pyrrolo[1,2-a]azepine-9-carboxylic acid). Yield: 73.0%. As a reaction SMILES: C([C:9]1[CH:10]=[C:11]2[CH:17]([C:18]([O:20]C)=[O:19])[CH2:16][CH2:15][CH2:14][CH2:13][N:12]2[CH:22]=1)(=O)C1C=CC=CC=1.[C:23](=[O:26])([O-])[O-].[K+].[K+].[C:29](O)(=O)[C:30](O)=O>CO.O>[C:23]([C:22]1[N:12]2[CH2:13][CH2:14][CH2:15][CH2:16][CH:17]([C:18]([OH:20])=[O:19])[C:11]2=[CH:10][CH:9]=1)(=[O:26])[C:30]1[CH:29]=[CH:11][CH:10]=[CH:9][CH:22]=1 |f:1.2.3|. Reported procedure: A solution of methyl 2-benzoyl-6,7,8,9-tetrahydro-5H-pyrrolo[1,2-a]azepine-9-carboxylate (1.00 g., 0.0034 moles) in methanol (30 ml.) and water (10 ml.) containing potassium carbonate (0.940 g., 0.0068 moles) was heated at reflux temperature, in a nitrogen atmosphere, for 2 hours. The solvent was removed in vacuo, water (25 ml.) was added and the solution was extracted with ether (2×50 ml.). The aqueous phase was cooled to 5°, oxalic acid (2.55 g., 0.02 moles) was added, and after agitation for ...